Dataset: the Open Reaction Database (ORD), a public repository of structured organic reaction records. Task: describe an organic reaction: reactants, conditions, products, and yield Reactants: ClC=1C=C(C=CC1OC(C)C)C1=NOC(=N1)C=1C=C2CNCC2=CC1 (3-(3-chloro-4-isopropoxyphenyl)-5-(isoindolin-5-yl)-1,2,4-oxadiazole), C(C=C)(=O)OC (Methyl acrylate), C(C=C)(=O)OC (methyl acrylate). Solvent: CO (methanol). Run at temperature 90 celsius, time 20 minute. Yields the product ClC=1C=C(C=CC1OC(C)C)C1=NOC(=N1)C=1C=C2CN(CC2=CC1)CCC(=O)OC (methyl 3-(5-(3-(3-chloro-4-isopropoxyphenyl)-1,2,4-oxadiazol-5-yl)isoindolin-2-yl)propanoate). Yield: 104.0%. RXN SMILES: [Cl:1][C:2]1[CH:3]=[C:4]([C:12]2[N:16]=[C:15]([C:17]3[CH:18]=[C:19]4[C:23](=[CH:24][CH:25]=3)[CH2:22][NH:21][CH2:20]4)[O:14][N:13]=2)[CH:5]=[CH:6][C:7]=1[O:8][CH:9]([CH3:11])[CH3:10].[C:26]([O:30][CH3:31])(=[O:29])[CH:27]=[CH2:28]>CO>[Cl:1][C:2]1[CH:3]=[C:4]([C:12]2[N:16]=[C:15]([C:17]3[CH:18]=[C:19]4[C:23](=[CH:24][CH:25]=3)[CH2:22][N:21]([CH2:28][CH2:27][C:26]([O:30][CH3:31])=[O:29])[CH2:20]4)[O:14][N:13]=2)[CH:5]=[CH:6][C:7]=1[O:8][CH:9]([CH3:11])[CH3:10]. Procedure: 3-(3-chloro-4-isopropoxyphenyl)-5-(isoindolin-5-yl)-1,2,4-oxadiazole (16.7 mg, 0.047 mmol) was added to a 2 mL microwave vial equipped with a stirring bar. Methyl acrylate (8.45 μL, 0.094 mmol), and methanol (1.0 mL) were added, the vial capped, and the reaction heated to 90° C. for 20 min under microwave irradiation (300 W). After 20 minutes, another aliquot of methyl acrylate (8.45 μL, 0.094 mmol) was added, the vial was re-sealed, and heated to 110° C. for 40 min under microwave irradiation (... Reactants: FC1=CC=C(N)C=C1 (4-fluoroaniline), CC1=CC(=NC(=N1)N1C(C2=CC=CC=C2CC1)C)Cl (6-methyl-2-(1-methyl-1,2,3,4-tetrahydroisoquinolin-2-yl)-4-chloropyrimidine). Run in CN(C=O)C (dimethylformamide). Product: Cl.CC1=CC(=NC(=N1)N1C(C2=CC=CC=C2CC1)C)NC1=CC=C(C=C1)F (6-methyl-4-(4-fluorophenylamino)-2-(1-methyl-1,2,3,4-tetrahydroisoquinolin-2-yl)pyrimidine hydrochloride). Isolated yield 52.0%. As a reaction SMILES: [F:1][C:2]1[CH:8]=[CH:7][C:5]([NH2:6])=[CH:4][CH:3]=1.[CH3:9][C:10]1[N:15]=[C:14]([N:16]2[CH2:25][CH2:24][C:23]3[C:18](=[CH:19][CH:20]=[CH:21][CH:22]=3)[CH:17]2[CH3:26])[N:13]=[C:12]([Cl:27])[CH:11]=1>CN(C)C=O>[ClH:27].[CH3:9][C:10]1[N:15]=[C:14]([N:16]2[CH2:25][CH2:24][C:23]3[C:18](=[CH:19][CH:20]=[CH:21][CH:22]=3)[CH:17]2[CH3:26])[N:13]=[C:12]([NH:6][C:5]2[CH:7]=[CH:8][C:2]([F:1])=[CH:3][CH:4]=2)[CH:11]=1 |f:3.4|. Reported procedure: After 4-fluoroaniline(0.8 ml, 8.4 mmol) was added to a mixture solution of 6-methyl-2-(1-methyl-1,2,3,4-tetrahydroisoquinolin-2-yl)-4-chloropyrimidine(1.5 g, 5.5 mmol) and dimethylformamide(10 ml), 1.1 g of the titled compound was obtained in accordance with the same procedure as in Step 4 of Example 57. Starting materials: [N+](=O)([O-])C1=CC=C(O1)\C=N\C1=CC=C(C=C1)N1CCC(CC1)C1=NNC(O1)=O (5-[1-(4-[(E)-1-(5-Nitro-2-furyl)methylidene]aminophenyl)-4-piperidyl]-2,3-dihydro-1,3,4-oxadiazol-2-one), C(#N)[BH3-].[Na+] (sodiumcyano borohydride), C([O-])(O)=O.[Na+] (sodium bi carbonate). The reagents and catalysts are CC(=O)O (CH3COOH). The solvent is CO (methanol). The product is [N+](=O)([O-])C1=CC=C(O1)CNC1=CC=C(C=C1)N1CCC(CC1)C1=NNC(O1)=O (5-[1-(4[(5-Nitro-2-furyl)methyl]aminophenyl)-4-piperidyl]-2,3-dihydro-1,3,4-oxadiazol-2-one). The yield is 81.7%. As a reaction SMILES: [N+:1]([C:4]1[O:8][C:7](/[CH:9]=[N:10]/[C:11]2[CH:16]=[CH:15][C:14]([N:17]3[CH2:22][CH2:21][CH:20]([C:23]4[O:27][C:26](=[O:28])[NH:25][N:24]=4)[CH2:19][CH2:18]3)=[CH:13][CH:12]=2)=[CH:6][CH:5]=1)([O-:3])=[O:2].C([BH3-])#N.[Na+].C(=O)(O)[O-].[Na+]>CC(O)=O.CO>[N+:1]([C:4]1[O:8][C:7]([CH2:9][NH:10][C:11]2[CH:12]=[CH:13][C:14]([N:17]3[CH2:22][CH2:21][CH:20]([C:23]4[O:27][C:26](=[O:28])[NH:25][N:24]=4)[CH2:19][CH2:18]3)=[CH:15][CH:16]=2)=[CH:6][CH:5]=1)([O-:3])=[O:2] |f:1.2,3.4|. Procedure details: 5-[1-(4-[(E)-1-(5-Nitro-2-furyl)methylidene]aminophenyl)-4-piperidyl]-2,3-dihydro-1,3,4-oxadiazol-2-one (9a, 0.38 g, 1 mmol) on reduction with sodiumcyano borohydride (0.12 g, 2 mmol) in the presence of catalytic amount of CH3COOH (3 drops) in methanol at 0° C. for 12 h. After completion of the reaction as indicated by TLC, the reaction mixture is neutralized with sodium bi carbonate and extracted into chloroform. The crude product thus obtained was purified by column chromatography using ethyl ... The reactants are C(C)(C)(C)OC(=O)NCC=1C=CC(=C(C(=O)O)C1)Cl (5-(tert-butoxycarbonylamino)methyl-2-chloro benzoic acid), TEA, CC1=NC=C(C(=C1O)C=O)COP(=O)(O)O.O (MC-1), ClC(=C(C)C)N(C)C (1-chloro-N,N,2-trimethylpropenylamine), NC=1C=C(C(=C(C(=O)O)C1)F)F (5-amino-2,3-difluorobenzoic acid). The solvent is C1CCOC1 (THF). Product: ClC1=C(C(=O)NC=2C=C(C(=C(C(=O)O)C2)F)F)C=C(C=C1)CNC(=O)C(C)(C)C (5-{2-Chloro-5-[(tert-butylcarbonylamino)-methyl]-benzoylamino}-2,3-difluoro-benzoic acid). RXN SMILES: C(O[C:6]([NH:8][CH2:9][C:10]1[CH:11]=[CH:12][C:13]([Cl:19])=[C:14]([CH:18]=1)[C:15]([OH:17])=O)=[O:7])(C)(C)C.Cl[C:21](N(C)C)=[C:22]([CH3:24])[CH3:23].[NH2:28][C:29]1[CH:30]=[C:31]([F:39])[C:32]([F:38])=[C:33]([CH:37]=1)[C:34]([OH:36])=[O:35].CC1C(O)=C(C=O)C(COP(O)(O)=O)=CN=1.O>C1COCC1>[Cl:19][C:13]1[CH:12]=[CH:11][C:10]([CH2:9][NH:8][C:6]([C:22]([CH3:21])([CH3:23])[CH3:24])=[O:7])=[CH:18][C:14]=1[C:15]([NH:28][C:29]1[CH:30]=[C:31]([F:39])[C:32]([F:38])=[C:33]([CH:37]=1)[C:34]([OH:36])=[O:35])=[O:17] |f:3.4|. Procedure details: Prepared analogously to example 8 with 5-(tert-butoxycarbonylamino)methyl-2-chloro benzoic acid (0.2 g; 0.75 mmol); 1-chloro-N,N,2-trimethylpropenylamine (0.124 mL; 0.9 mmol); 5-amino-2,3-difluorobenzoic acid (0.13 g; 0.75 mmol) and TEA (0.261 mL; 0.88 mmol) in 20 mL THF. Yield: 290 mg (91%); MS: [m+H]+ 425; HPLC: Rt=1.29 min (Method MC-1) Reactants: C1(=CC=CC=C1)C=1N=C2SC=3CNCCC3N2C1 (2-phenyl-5,6,7,8-tetrahydroimidazo[2',1':2,3]thiazolo[5,4-c]pyridine). The reagents and catalysts are [C].[Pd] (palladium carbon). Solvent: C1(=CC(=CC(=C1)C)C)C (mesitylene). The product is C1(=CC=CC=C1)C=1N=C2SC3=CN=CC=C3N2C1 (2-phenylimidazo[2',1':2,3]thiazolo[5,4-c]pyridine). Isolated yield 53.8%. RXN SMILES: [C:1]1([C:7]2[N:8]=[C:9]3[N:17]([CH:18]=2)[C:16]2[CH2:15][CH2:14][NH:13][CH2:12][C:11]=2[S:10]3)[CH:6]=[CH:5][CH:4]=[CH:3][CH:2]=1>[C].[Pd].C1(C)C=C(C)C=C(C)C=1>[C:1]1([C:7]2[N:8]=[C:9]3[N:17]([CH:18]=2)[C:16]2[C:11](=[CH:12][N:13]=[CH:14][CH:15]=2)[S:10]3)[CH:2]=[CH:3][CH:4]=[CH:5][CH:6]=1 |f:1.2|. Procedure: A mixture of 5.1 g of 2-phenyl-5,6,7,8-tetrahydroimidazo[2',1':2,3]thiazolo[5,4-c]pyridine, 10 g of 10% palladium carbon and 150 ml of mesitylene was refluxed with heating for 19 hours. After the catalyst was filtered off, the solvent was distilled off. To the residue was added n-hexane and crystals were filtered off. The crude crystals were recrystallized from ethyl acetate to give 2.7 g of 2-phenylimidazo[2',1':2,3]thiazolo[5,4-c]pyridine, melting at 183°-185° C. The reactants are ClC1=C(C(=CC=C1)F)C1=NN(C(N1)=O)C1=CC(=C(C(=O)OC)C=C1)OC (methyl 4-(3-(2-chloro-6-fluorophenyl)-5-oxo-4,5-dihydro-1H-1,2,4-triazol-1-yl)-2-methoxybenzoate), FC1=CC2=C(N=C(S2)N)C=C1 (6-fluorobenzo[d]thiazol-2-amine), C[Al](C)C (trimethyl aluminium). The solvent is C1(=CC=CC=C1)C (toluene). The product is ClC1=C(C(=CC=C1)F)C1=NN(C(N1)=O)C1=CC(=C(C(=O)NC=2SC3=C(N2)C=CC(=C3)F)C=C1)OC (4-(3-(2-Chloro-6-fluorophenyl)-5-oxo-4,5-dihydro-1H-1,2,4-triazol-1-yl)-N-(6-fluorobenzo[d]thiazol-2-yl)-2-methoxybenzamide). Yield: 37.4%. RXN SMILES: [Cl:1][C:2]1[CH:7]=[CH:6][CH:5]=[C:4]([F:8])[C:3]=1[C:9]1[NH:13][C:12](=[O:14])[N:11]([C:15]2[CH:24]=[CH:23][C:18]([C:19](OC)=[O:20])=[C:17]([O:25][CH3:26])[CH:16]=2)[N:10]=1.[F:27][C:28]1[CH:37]=[CH:36][C:31]2[N:32]=[C:33]([NH2:35])[S:34][C:30]=2[CH:29]=1.C[Al](C)C>C1(C)C=CC=CC=1>[Cl:1][C:2]1[CH:7]=[CH:6][CH:5]=[C:4]([F:8])[C:3]=1[C:9]1[NH:13][C:12](=[O:14])[N:11]([C:15]2[CH:24]=[CH:23][C:18]([C:19]([NH:35][C:33]3[S:34][C:30]4[CH:29]=[C:28]([F:27])[CH:37]=[CH:36][C:31]=4[N:32]=3)=[O:20])=[C:17]([O:25][CH3:26])[CH:16]=2)[N:10]=1. Procedure: The title compound was prepared by following the procedure as described for Example-31 by using methyl 4-(3-(2-chloro-6-fluorophenyl)-5-oxo-4,5-dihydro-1H-1,2,4-triazol-1-yl)-2-methoxybenzoate (step-2 of Intermediate-15, 0.100 g, 0.26 mmol), 6-fluorobenzo[d]thiazol-2-amine (0.067 g, 0.397 mmol), trimethyl aluminium (2M solution in toluene) (0.5 mL) and dry toluene (5.0 mL) to afford 0.050 g of desired product. 1H NMR (DMSO-d6): δ 3.99 (s, 3H), 7.32 (t, J=7.2 Hz, 1H), 7.51 (t, J=9.3 Hz, 1H), 7.59... The reactants are ClC1=CC(N(C(N1)=O)CCC)=O (6-chloro-3-propylpyrimidine-2,4(1H,3H)-dione), ClCC1=CC=C(C=C1)C1=C(C=CC=C1)C#N (4-chloromethyl-2'-cyanobiphenyl), C([O-])([O-])=O.[K+].[K+] (potassium carbonate). The solvent is CN(C)C=O (DMF). Run at time 3 hour. Product: ClC1=CC(N(C(N1CC1=CC=C(C=C1)C1=C(C=CC=C1)C#N)=O)CCC)=O (6-Chloro-1-(2'-cyanobiphenyl-4-yl)methyl-3-propylpyrimidine-2,4(1H,3H)-dion). The yield is 97.7%. Reaction SMILES: [Cl:1][C:2]1[NH:7][C:6](=[O:8])[N:5]([CH2:9][CH2:10][CH3:11])[C:4](=[O:12])[CH:3]=1.Cl[CH2:14][C:15]1[CH:20]=[CH:19][C:18]([C:21]2[CH:26]=[CH:25][CH:24]=[CH:23][C:22]=2[C:27]#[N:28])=[CH:17][CH:16]=1.C(=O)([O-])[O-].[K+].[K+]>CN(C=O)C>[Cl:1][C:2]1[N:7]([CH2:14][C:15]2[CH:16]=[CH:17][C:18]([C:21]3[CH:26]=[CH:25][CH:24]=[CH:23][C:22]=3[C:27]#[N:28])=[CH:19][CH:20]=2)[C:6](=[O:8])[N:5]([CH2:9][CH2:10][CH3:11])[C:4](=[O:12])[CH:3]=1 |f:2.3.4|. Reported procedure: A mixture of 6-chloro-3-propylpyrimidine-2,4(1H,3H)-dione (3 g), 4-chloromethyl-2'-cyanobiphenyl (4.76 g) and potassium carbonate (2.64 g) in DMF (50 ml) was stirred at room temperature for 3 hours and then at 60° C. for 2 hours. The reaction mixture was concentrated to dryness in vacuo and then the residue was dissolved in methylene chloride. The insoluble material was removed from the reaction mixture by filtration and the filtrate was concentrated to dryness. The resulting residue was purifie...